This data is from the Open Reaction Database (ORD), a public repository of structured organic reaction records. The task is: describe an organic reaction: reactants, conditions, products, and yield The reactants are C(C1=CC=CC=C1)(=O)O (benzoic acid), C(C)NCC(C(F)(F)F)(O)CNC1=C2C=NN(C2=CC(=C1)C)C1=CC=C(C=C1)F (3-(ethylamino)-1,1,1-trifluoro-2-({[1-(4-fluorophenyl)-6-methyl-1H-indazol-4-yl]amino}methyl)-2-propanol). Product: C(C)N(C(C1=CC=CC=C1)=O)CC(C(F)(F)F)(O)CNC1=C2C=NN(C2=CC(=C1)C)C1=CC=C(C=C1)F (N-Ethyl-N-[3,3,3-trifluoro-2-({[1-(4-fluorophenyl)-6-methyl-1H-indazol-4-yl]amino}methyl)-2-hydroxypropyl]benzamide). Reaction SMILES: [C:1]([OH:9])(=O)[C:2]1[CH:7]=[CH:6][CH:5]=[CH:4][CH:3]=1.[CH2:10]([NH:12][CH2:13][C:14]([CH2:20][NH:21][C:22]1[CH:30]=[C:29]([CH3:31])[CH:28]=[C:27]2[C:23]=1[CH:24]=[N:25][N:26]2[C:32]1[CH:37]=[CH:36][C:35]([F:38])=[CH:34][CH:33]=1)([OH:19])[C:15]([F:18])([F:17])[F:16])[CH3:11]>>[CH2:10]([N:12]([CH2:13][C:14]([CH2:20][NH:21][C:22]1[CH:30]=[C:29]([CH3:31])[CH:28]=[C:27]2[C:23]=1[CH:24]=[N:25][N:26]2[C:32]1[CH:33]=[CH:34][C:35]([F:38])=[CH:36][CH:37]=1)([OH:19])[C:15]([F:17])([F:18])[F:16])[C:1](=[O:9])[C:2]1[CH:3]=[CH:4][CH:5]=[CH:6][CH:7]=1)[CH3:11]. Procedure: Prepared similarly to Example 1 from benzoic acid and 3-(ethylamino)-1,1,1-trifluoro-2-({[1-(4-fluorophenyl)-6-methyl-1H-indazol-4-yl]amino}methyl)-2-propanol.